The task is: describe an organic reaction: reactants, conditions, products, and yield. This data is from the Open Reaction Database (ORD), a public repository of structured organic reaction records. The reactants are trihydrate, O.O.O.OC1CCCC=2C=CC(NC12)=O (8-hydroxy-5,6,7,8-tetrahydro-2-quinolone trihydrate), Cl.ClC1CCCC=2C=CC(NC12)=O (8-chloro-5,6,7,8-tetrahydro-2-quinolone hydrochloride), O (water), N (ammonia). Solvent: C(Cl)(Cl)Cl (chloroform). Conditions: time 3 hour. Yields the product O=C1CCCC=2C=CC(NC12)=O (8-oxo-5,6,7,8-tetrahydro-2-quinolone). The yield is 83.2%. As a reaction SMILES: Cl.ClC1C2NC(=O)C=CC=2CCC1.O.N.O.O.O.[OH:19][CH:20]1[C:29]2[NH:28][C:27](=[O:30])[CH:26]=[CH:25][C:24]=2[CH2:23][CH2:22][CH2:21]1>C(Cl)(Cl)Cl>[O:19]=[C:20]1[C:29]2[NH:28][C:27](=[O:30])[CH:26]=[CH:25][C:24]=2[CH2:23][CH2:22][CH2:21]1 |f:0.1,4.5.6.7|. Procedure details: 110 g (0.5 mol) of 8-chloro-5,6,7,8-tetrahydro-2-quinolone hydrochloride are heated with 500 ml of water to about 90° C. with agitation, thus obtaining after a short time a transparent solution which is then neutralized with 75 ml of concentrated ammonia. After cooling of the solution, 105 g of 8-hydroxy-5,6,7,8-tetrahydro-2-quinolone trihydrate areisolated having a melting point of 192° C., which correspond to a yield of 85.7% of theory. 105 g (0.48 mol) of trihydrate are heated with 2liters of... Product: COC(C(C)N)(C1=CC2=CC=C(C=C2C=C1)OC)OC ((+)-1-(6-methoxy-2-naphthyl)-2-amino-1-propanone dimethyl acetal). Procedure: 653 mg (1.8 mmols) of (-)-1-(6-methoxy-2-naphthyl)-2-(ethoxycarbonyl)amino-1-propanone dimethyl acetal and 5 ml of a 30% aqueous potassium hydroxide solution were heated at reflux in 50 ml of methanol for 5 days. After adding 20 ml of water, the mixture was extracted with ethyl acetate (20 ml×3), and the extract was dried over anhydrous magnesium sulfate and concentrated under reduced pressure. The residue was purified by column chromatography (Florisil, ethyl acetate) to obtain 300 mg of (+)-1-... As a reaction SMILES: [CH3:1][O:2][C:3]([O:24][CH3:25])([C:12]1[CH:21]=[CH:20][C:19]2[C:14](=[CH:15][CH:16]=[C:17]([O:22][CH3:23])[CH:18]=2)[CH:13]=1)[CH:4]([NH:6]C(OCC)=O)[CH3:5].[OH-].[K+].O>CO>[CH3:1][O:2][C:3]([O:24][CH3:25])([C:12]1[CH:21]=[CH:20][C:19]2[C:14](=[CH:15][CH:16]=[C:17]([O:22][CH3:23])[CH:18]=2)[CH:13]=1)[CH:4]([NH2:6])[CH3:5] |f:1.2|. Reactants: COC(C(C)NC(=O)OCC)(C1=CC2=CC=C(C=C2C=C1)OC)OC ((-)-1-(6-methoxy-2-naphthyl)-2-(ethoxycarbonyl)amino-1-propanone dimethyl acetal), [OH-].[K+] (potassium hydroxide), O (water). Solvent: CO (methanol). Isolated yield 60.5%. Procedure details: A solution of 1-(2-pyridyl)piperazine (1.63 g) and succinic anhydride (1.1 g) in dimethylf ormamide (5 ml) was stirred for 24 hours at room temperature. The reaction mixture was reduced under reduced pressure and the concentrate was recrystallized from ethanol to give the titled compound (1.7 g) as a pale yellow crystal. Product: O=C(CCC(=O)O)N1CCN(CC1)C1=NC=CC=C1 (4-Oxo-4-(4-pyridin-2-ylpiperazin-1-yl)butanoic Acid). Starting materials: N1=C(C=CC=C1)N1CCNCC1 (1-(2-pyridyl)piperazine), C1(CCC(=O)O1)=O (succinic anhydride). Solvent: CN(C=O)C (dimethylf ormamide). RXN SMILES: [N:1]1[CH:6]=[CH:5][CH:4]=[CH:3][C:2]=1[N:7]1[CH2:12][CH2:11][NH:10][CH2:9][CH2:8]1.[C:13]1(=[O:19])[O:18][C:16](=[O:17])[CH2:15][CH2:14]1>CN(C)C=O>[O:19]=[C:13]([N:10]1[CH2:9][CH2:8][N:7]([C:2]2[CH:3]=[CH:4][CH:5]=[CH:6][N:1]=2)[CH2:12][CH2:11]1)[CH2:14][CH2:15][C:16]([OH:18])=[O:17]. Isolated yield 64.7%. Reactants: BrC=1C=C(C=CC1O)C=CC(=O)OCC (ethyl 3-(3-bromo-4-hydroxyphenyl)acrylate), FC1=CC=C(COC=2C(=CC=3C(CCC(C3C2)(C)C)(C)C)B(O)O)C=C1 (3-(4-fluorobenzyloxy)-5,5,8,8-tetramethyl-5,6,7,8-tetrahydro-2-naphthylboronic acid). Yields the product OC1=C(C=C(C=C1)C=CC(=O)O)C1=CC=2C(CCC(C2C=C1OCC1=CC=C(C=C1)F)(C)C)(C)C (3-{4-hydroxy-3-[3-(4-fluorobenzyloxy)-5,5,8,8-tetramethyl-5,6,7,8-tetrahydro-2-naphthyl]phenyl}acrylic Acid). Yield: 47.0%. RXN SMILES: Br[C:2]1[CH:3]=[C:4]([CH:9]=[CH:10][C:11]([O:13]CC)=[O:12])[CH:5]=[CH:6][C:7]=1[OH:8].[F:16][C:17]1[CH:41]=[CH:40][C:20]([CH2:21][O:22][C:23]2[C:24](B(O)O)=[CH:25][C:26]3[C:27]([CH3:36])([CH3:35])[CH2:28][CH2:29][C:30]([CH3:34])([CH3:33])[C:31]=3[CH:32]=2)=[CH:19][CH:18]=1>>[OH:8][C:7]1[CH:2]=[CH:3][C:4]([CH:9]=[CH:10][C:11]([OH:13])=[O:12])=[CH:5][C:6]=1[C:24]1[C:23]([O:22][CH2:21][C:20]2[CH:40]=[CH:41][C:17]([F:16])=[CH:18][CH:19]=2)=[CH:32][C:31]2[C:30]([CH3:34])([CH3:33])[CH2:29][CH2:28][C:27]([CH3:36])([CH3:35])[C:26]=2[CH:25]=1. Procedure: In a manner similar of Example 1(c), by reaction of 1.0 g (3.7 mmol) of ethyl 3-(3-bromo-4-hydroxyphenyl)acrylate obtained in Example 34(d) with 1.97 g (5.5 mmol) of 3-(4-fluorobenzyloxy)-5,5,8,8-tetramethyl-5,6,7,8-tetrahydro-2-naphthylboronic acid obtained above, 825 mg (44%) of the expected compound were obtained in the form of a white solid having a melting point of 123°-125° C. The reactants are Nc1cc(Br)c(Br)cc1[N+](=O)[O-], CCO, [H][H]. The product is Nc1cc(Br)c(Br)cc1N. As a reaction SMILES: [Br:1][c:2]1[cH:3][c:4]([N+:10]([O-:11])=[O:12])[c:5]([NH2:6])[cH:7][c:8]1[Br:9].[CH3:15][CH2:16][OH:17].[H:13][H:14]>>[Br:1][c:2]1[cH:3][c:4]([NH2:10])[c:5]([NH2:6])[cH:7][c:8]1[Br:9]. Reagents/catalysts: [Pd] (palladium on activated carbon). Starting materials: Cl.C1(=CC=CC=C1)N1CC(N(CC1)CC1=CC=CC=C1)CNC1=CC=C(C=C1)NS(=O)(=O)C (N-[4-[[[4-phenyl-1-(phenylmethyl)piperazin-2-yl]methyl]amino]phenyl]methanesulfonamide hydrochloride). RXN SMILES: Cl.[C:2]1([N:8]2[CH2:13][CH2:12][N:11](CC3C=CC=CC=3)[CH:10]([CH2:21][NH:22][C:23]3[CH:28]=[CH:27][C:26]([NH:29][S:30]([CH3:33])(=[O:32])=[O:31])=[CH:25][CH:24]=3)[CH2:9]2)[CH:7]=[CH:6][CH:5]=[CH:4][CH:3]=1>[Pd]>[C:2]1([N:8]2[CH2:13][CH2:12][NH:11][CH:10]([CH2:21][NH:22][C:23]3[CH:28]=[CH:27][C:26]([NH:29][S:30]([CH3:33])(=[O:31])=[O:32])=[CH:25][CH:24]=3)[CH2:9]2)[CH:7]=[CH:6][CH:5]=[CH:4][CH:3]=1 |f:0.1|. The product is C1(=CC=CC=C1)N1CC(NCC1)CNC1=CC=C(C=C1)NS(=O)(=O)C (N-[4-[[(4-Phenylpiperazin-2-yl)methyl]amino]phenyl]methanesulfonamide). Reported procedure: In a manner similar to Example 1, react N-[4-[[[4-phenyl-1-(phenylmethyl)piperazin-2-yl]methyl]amino]phenyl]methanesulfonamide hydrochloride (2.05 g, 4.22 mmol) with H2 over 10% palladium on activated carbon (0.19 g). Remove the catalyst by filtration and evaporate the solvent. Dissolve the residue in methanol and adjust thepH to 8 with 4M aqueous NaOH. Remove the solvent in vacuo. Triturate the residue with methylene chloride. Remove the solid by filtration. Recrystallize the residue from methy... The reactants are FC(COCCOCCOCCOCCOCCOCCOCC(=O)OCC)(F)F (Ethyl 23,23,23-trifluoro-3,6,9,12,15,18,21-heptaoxatricosan-1-oate), Cl (hydrochloric acid). Solvent: [OH-].[Na+] (sodium hydroxide), [Cl-].[Na+].O (brine). Conditions: time 16 hour. Product: FC(COCCOCCOCCOCCOCCOCCOCC(=O)O)(F)F (23,23,23-Trifluoro-3,6,9,12,15,18,21-heptaoxatricosan-1-oic acid). Isolated yield 88.0%. RXN SMILES: [F:1][C:2]([F:30])([F:29])[CH2:3][O:4][CH2:5][CH2:6][O:7][CH2:8][CH2:9][O:10][CH2:11][CH2:12][O:13][CH2:14][CH2:15][O:16][CH2:17][CH2:18][O:19][CH2:20][CH2:21][O:22][CH2:23][C:24]([O:26]CC)=[O:25].Cl>[OH-].[Na+].[Cl-].[Na+].O>[F:1][C:2]([F:29])([F:30])[CH2:3][O:4][CH2:5][CH2:6][O:7][CH2:8][CH2:9][O:10][CH2:11][CH2:12][O:13][CH2:14][CH2:15][O:16][CH2:17][CH2:18][O:19][CH2:20][CH2:21][O:22][CH2:23][C:24]([OH:26])=[O:25] |f:2.3,4.5.6|. Procedure details: The product of step (e) (400 mg) was dissolved in an aqueous sodium hydroxide solution (0.1M) (10 ml) and the reaction was stirred at room temperature for 16 hours. The reaction mixture was acidified to pH 2 by the addition of hydrochloric acid (2M), then this was diluted with brine (200 ml) and extracted with dichloromethane (2×200 ml). The combined organic layers were dried and the solvent removed in vacuo to give the title compound as a colourless oil (330 mg).